Dataset: the Open Reaction Database (ORD), a public repository of structured organic reaction records. Task: describe an organic reaction: reactants, conditions, products, and yield The reactants are N1C=CC2=CC=CC=C12 (1H-indole), BrCCCCBr (1,4-dibromobutane), [OH-].[Na+] (sodium hydroxide). Solvent: CN(C=O)C (dimethylformamide). Conditions: time 15 hour. The product is BrCCCCN1C=CC2=CC=CC=C12 (1-(4-bromobutyl)-1H-indole). As a reaction SMILES: [OH-].[Na+].[NH:3]1[C:11]2[C:6](=[CH:7][CH:8]=[CH:9][CH:10]=2)[CH:5]=[CH:4]1.[Br:12][CH2:13][CH2:14][CH2:15][CH2:16]Br>CN(C)C=O>[Br:12][CH2:13][CH2:14][CH2:15][CH2:16][N:3]1[C:11]2[C:6](=[CH:7][CH:8]=[CH:9][CH:10]=2)[CH:5]=[CH:4]1 |f:0.1|. Procedure: 0.96 g (17.07 mmol) of sodium hydroxide is added in small portions to a solution, cooled by a bath of ice-cold water, of 2 g (17.07 mmol) of 1H-indole and of 1.15 ml (51.22 mmol) of 1,4-dibromobutane in 80 ml of dimethylformamide. The bath is removed and stirring is continued at ambient temperature for 15 hours. Starting materials: NC=1N(CC2=C(N1)C=NC(=C2)OC2=CC=CC=C2)[C@@H](CCC(=O)O)C2CCCCC2 (4-(2-amino-6-phenoxy-4H-pyrido[3,4-d]pyrimidin-3-yl)-4-(S)-cyclohexyl-butyric acid), C(C(=O)Cl)(=O)Cl (oxalyl chloride), C(C1=CC=CC=C1)O (benzyl alcohol). Solvent: C(Cl)Cl (DCM). Conditions: time 1 hour. Yields the product C(C1=CC=CC=C1)OC(CCC(C(C)C)N1C(=NC2=C(C1)C=C(N=C2)OC2=CC=CC=C2)N)=O (4-(2-Amino-6-phenoxy-4H-pyrido[3,4-d]pyrimidin-3-yl)-5-methyl-hexanoic acid benzyl ester). As a reaction SMILES: [NH2:1][C:2]1[N:3]([C@H:19]([CH:25]2[CH2:30]CCC[CH2:26]2)[CH2:20][CH2:21][C:22](O)=[O:23])[CH2:4][C:5]2[CH:11]=[C:10]([O:12][C:13]3[CH:18]=[CH:17][CH:16]=[CH:15][CH:14]=3)[N:9]=[CH:8][C:6]=2[N:7]=1.C(Cl)(=O)C(Cl)=O.[CH2:37]([OH:44])[C:38]1[CH:43]=[CH:42][CH:41]=[CH:40][CH:39]=1>C(Cl)Cl>[CH2:37]([O:44][C:22](=[O:23])[CH2:21][CH2:20][CH:19]([N:3]1[CH2:4][C:5]2[CH:11]=[C:10]([O:12][C:13]3[CH:14]=[CH:15][CH:16]=[CH:17][CH:18]=3)[N:9]=[CH:8][C:6]=2[N:7]=[C:2]1[NH2:1])[CH:25]([CH3:30])[CH3:26])[C:38]1[CH:43]=[CH:42][CH:41]=[CH:40][CH:39]=1. Reported procedure: To a solution of (4-(2-amino-6-phenoxy-4H-pyrido[3,4-d]pyrimidin-3-yl)-4-(S)-cyclohexyl-butyric acid (0.1 g, 0.25 mmol) in DCM (10 mL) was added oxalyl chloride (2.0M in DCM, 0.8 mL, 2 mmol). The resulting mixture was stirred at room temperature one hour. An aliquot from the reaction mixture was quenched in MeOH and analyzed by MS-HPLC which indicated that all of the acid was converted to the corresponding acid chloride. The solvent and excess oxalyl chloride was removed by vacuum. DCM (10 mL) w...